This data is from the Open Reaction Database (ORD), a public repository of structured organic reaction records. The task is: describe an organic reaction: reactants, conditions, products, and yield The reactants are ClC=1N=NC=C(C1Cl)Cl (3,4,5-trichloropyridazine), C(C)(C)N (isopropylamine). Procedure details: A solution of 3,4,5-trichloropyridazine (9.2 g) and isopropylamine (16.5 g) in toluene (25 ml) is refluxed for 18 hr. Excess isopropylamine is removed by atmospheric distillation. The residual solution is cooled and diluted with dichloromethane and aqueous sodium hydroxide solution (5%). The phases are separated. The organic phase is washed with water and then with saline. The organic phase is dried over sodium sulfate and concentrated under reduced pressure to give a liquid which containes a mi... Solvent: C1(=CC=CC=C1)C (toluene). Yields the product ClC=1N=NC=C(C1NC(C)C)Cl (3,5-Dichloro-4-(1-methylethylamino)pyridazine). RXN SMILES: [Cl:1][C:2]1[N:3]=[N:4][CH:5]=[C:6]([Cl:9])[C:7]=1Cl.[CH:10]([NH2:13])([CH3:12])[CH3:11]>C1(C)C=CC=CC=1>[Cl:1][C:2]1[N:3]=[N:4][CH:5]=[C:6]([Cl:9])[C:7]=1[NH:13][CH:10]([CH3:12])[CH3:11]. The reactants are ClC1=C(C(=O)NC2CC2)C=CC(=C1)C#CC(NC(C(F)(F)F)C1=CC(=CC=C1)C(F)(F)F)=O (2-Chloro-N-cyclopropyl-4-[3-oxo-3-({2,2,2-trifluoro-1-[3-(trifluoromethyl)phenyl]ethyl}amino)-prop-1-yn-1-yl]benzamide), N1=CC=CC2=CC=CC=C12 (quinoline). The reagents and catalysts are [Pd] (palladium on calcium carbonate), [Pd] (palladium on calcium carbonate). The solvent is CO (methanol). Product: ClC1=C(C(=O)NC2CC2)C=CC(=C1)\C=C/C(NC(C(F)(F)F)C1=CC(=CC=C1)C(F)(F)F)=O (2-Chloro-N-cyclopropyl-4-[(1Z)-3-oxo-3-({2,2,2-trifluoro-1-[3-(trifluoromethyl)phenyl]ethyl}-amino)prop-1-en-1-yl]benzamide). RXN SMILES: [Cl:1][C:2]1[CH:13]=[C:12]([C:14]#[C:15][C:16](=[O:33])[NH:17][CH:18]([C:23]2[CH:28]=[CH:27][CH:26]=[C:25]([C:29]([F:32])([F:31])[F:30])[CH:24]=2)[C:19]([F:22])([F:21])[F:20])[CH:11]=[CH:10][C:3]=1[C:4]([NH:6][CH:7]1[CH2:9][CH2:8]1)=[O:5].N1C2C(=CC=CC=2)C=CC=1>CO.[Pd]>[Cl:1][C:2]1[CH:13]=[C:12](/[CH:14]=[CH:15]\[C:16](=[O:33])[NH:17][CH:18]([C:23]2[CH:28]=[CH:27][CH:26]=[C:25]([C:29]([F:30])([F:31])[F:32])[CH:24]=2)[C:19]([F:22])([F:20])[F:21])[CH:11]=[CH:10][C:3]=1[C:4]([NH:6][CH:7]1[CH2:8][CH2:9]1)=[O:5]. Procedure: 2-Chloro-N-cyclopropyl-4-[3-oxo-3-({2,2,2-trifluoro-1-[3-(trifluoromethyl)phenyl]ethyl}amino)-prop-1-yn-1-yl]benzamide (110 mg, 0.20 mmol), quinoline (10 mg, 0.07 mmol) and palladium on calcium carbonate (5% Pd; 10 mg) were suspended in methanol and stirred for 4 days, in the course of which palladium on calcium carbonate (3×10 mg) was added again every 24 h. Then the reaction mixture was filtered through kieselguhr, and the filtrate concentrated to dryness under reduced pressure. The residue wa... Starting materials: C[Sn](C1=C(C=C(C=C1)N1C(O[C@H](C1)CNC(C)=O)=O)F)(C)C ((S)-(−)-N-[[3-[4-trimethylstannyl-3-fluorophenyl]-2-oxo-5-oxazolidinyl]methyl]acetamide), CC(C)(C)OC(=O)N1CCC(=CC1)OS(=O)(=O)C(F)(F)F (3,6-Dihydro-4-[[(trifluoromethyl)sulfonyl]oxy]-1(2H)-pyridinecarboxylic acid 1,1-dimethylethyl ester), C1(=CC=CC=C1)[As](C1=CC=CC=C1)C1=CC=CC=C1 (triphenylarsine). Reagents/catalysts: C=1C=CC(=CC1)/C=C/C(=O)/C=C/C2=CC=CC=C2.C=1C=CC(=CC1)/C=C/C(=O)/C=C/C2=CC=CC=C2.C=1C=CC(=CC1)/C=C/C(=O)/C=C/C2=CC=CC=C2.[Pd].[Pd] (tris(dibenzylideneacetone)dipalladium(0)). Run in CN1C(CCC1)=O (N-methyl-2-pyrrolidinone). Conditions: time 4.5 day. Yields the product CC(C)(C)OC(=O)N1CCC(=CC1)C1=C(C=C(C=C1)N1C(O[C@H](C1)CNC(C)=O)=O)F ((S)-(−)-4-[4-[5-[(Acetylamino)methyl]-2-oxo-3-oxazolidinyl]-2-fluoropheny]-3,6-dihydro-1(2H)-pyridinecarboxylic acid 1,1-dimethylethyl ester). RXN SMILES: C[Sn](C)(C)[C:3]1[CH:8]=[CH:7][C:6]([N:9]2[CH2:13][C@H:12]([CH2:14][NH:15][C:16](=[O:18])[CH3:17])[O:11][C:10]2=[O:19])=[CH:5][C:4]=1[F:20].[CH3:23][C:24]([O:27][C:28]([N:30]1[CH2:35][CH:34]=[C:33](OS(C(F)(F)F)(=O)=O)[CH2:32][CH2:31]1)=[O:29])([CH3:26])[CH3:25].C1([As](C2C=CC=CC=2)C2C=CC=CC=2)C=CC=CC=1>CN1CCCC1=O.C1C=CC(/C=C/C(/C=C/C2C=CC=CC=2)=O)=CC=1.C1C=CC(/C=C/C(/C=C/C2C=CC=CC=2)=O)=CC=1.C1C=CC(/C=C/C(/C=C/C2C=CC=CC=2)=O)=CC=1.[Pd].[Pd]>[CH3:26][C:24]([O:27][C:28]([N:30]1[CH2:31][CH:32]=[C:33]([C:3]2[CH:8]=[CH:7][C:6]([N:9]3[CH2:13][C@H:12]([CH2:14][NH:15][C:16](=[O:18])[CH3:17])[O:11][C:10]3=[O:19])=[CH:5][C:4]=2[F:20])[CH2:34][CH2:35]1)=[O:29])([CH3:23])[CH3:25] |f:4.5.6.7.8|. Procedure details: A mixture of (S)-(−)-N-[[3-[4-trimethylstannyl-3-fluorophenyl]-2-oxo-5-oxazolidinyl]methyl]acetamide (690 mg), 3,6-dihydro-4-[[(trifluoromethyl)sulfonyl]oxy]-1(2H)-pyridinecarboxylic acid 1,1-dimethylethyl ester (step 2 of EXAMPLE 20, 500 mg), tris(dibenzylideneacetone)dipalladium(0) (14 mg) and triphenylarsine (37 mg) in N-methyl-2-pyrrolidinone (7.5 mL) is degassed, stirred under N2 at ambient temperature for 4.5 days, diluted with ethyl acetate, washed with water (3×40 mL) and saline (20 mL),... Reactants: FC1=C(C=C(C=C1)C)NC(=O)C=1C=C(OC2=C3C(=NC=C2)C=C(S3)C(=O)OC)C=CC1 (methyl 7-(3-((2-fluoro-5-methylphenyl)carbamoyl)phenoxy)thieno[3,2-b]pyridine-2-carboxylate), [OH-].[Na+] (NaOH), Cl (HCl), O (water). Solvent: CO (MeOH). Reaction conditions: time 2.5 hour. The product is FC1=C(C=C(C=C1)C)NC(=O)C=1C=C(OC2=C3C(=NC=C2)C=C(S3)C(=O)O)C=CC1 (7-(3-{[(2-fluoro-5-methylphenyl)amino]carbonyl}phenoxy)thieno[3,2-b]pyridine-2-carboxylic acid). Reaction SMILES: [F:1][C:2]1[CH:7]=[CH:6][C:5]([CH3:8])=[CH:4][C:3]=1[NH:9][C:10]([C:12]1[CH:13]=[C:14]([CH:29]=[CH:30][CH:31]=1)[O:15][C:16]1[CH:21]=[CH:20][N:19]=[C:18]2[CH:22]=[C:23]([C:25]([O:27]C)=[O:26])[S:24][C:17]=12)=[O:11].[OH-].[Na+].O.Cl>CO>[F:1][C:2]1[CH:7]=[CH:6][C:5]([CH3:8])=[CH:4][C:3]=1[NH:9][C:10]([C:12]1[CH:13]=[C:14]([CH:29]=[CH:30][CH:31]=1)[O:15][C:16]1[CH:21]=[CH:20][N:19]=[C:18]2[CH:22]=[C:23]([C:25]([OH:27])=[O:26])[S:24][C:17]=12)=[O:11] |f:1.2|. Procedure details: To a stirred solution of methyl 7-(3-((2-fluoro-5-methylphenyl)carbamoyl)phenoxy)thieno[3,2-b]pyridine-2-carboxylate (170 mg, 0.39 mmol) in 15 ml of MeOH was added 1 ml of 1M NaOH. Reaction was complete within 2.5 hours. The mixture was poured into 100 ml of water and acidified with 2M HCl to pH=5 with vigorous stirring. The precipitates were filtered, washed with water and dried in vacuo to give 7-(3-{[(2-fluoro-5-methylphenyl)amino]carbonyl}phenoxy)thieno[3,2-b]pyridine-2-carboxylic acid as wh... Reactants: NC1=CC=2N=CN=C(C2C=N1)SC (7-amino-4-methylthiopyrido[4,3-d]pyrimidine), BrC1=C(N)C=CC=C1 (2-bromoaniline). Reaction conditions: temperature 180 celsius, time 2.5 hour. Product: NC1=CC=2N=CN=C(C2C=N1)NC1=C(C=CC=C1)Br (7-amino-4-(2-bromoanilino)pyrido[4,3-d]pyrimidine). Yield: 33.2%. Reaction SMILES: [NH2:1][C:2]1[N:11]=[CH:10][C:9]2[C:8](SC)=[N:7][CH:6]=[N:5][C:4]=2[CH:3]=1.[Br:14][C:15]1[CH:21]=[CH:20][CH:19]=[CH:18][C:16]=1[NH2:17]>>[NH2:1][C:2]1[N:11]=[CH:10][C:9]2[C:8]([NH:17][C:16]3[CH:18]=[CH:19][CH:20]=[CH:21][C:15]=3[Br:14])=[N:7][CH:6]=[N:5][C:4]=2[CH:3]=1. Reported procedure: A mixture of 7-amino-4-methylthiopyrido[4,3-d]pyrimidine (198 mg, 1.03 mmol) (described in a previous experimental) and 2-bromoaniline (1.00 mL, 9.18 mmol) is stirred under N2 at 180° C. for 2.5 h, and the resulting product is chromatographed on alumina (1% EtOH/CHCl3) to give 7-amino-4-(2-bromoanilino)pyrido[4,3-d]pyrimidine (108 mg, 33%) as a pale yellow solid, 1H NMR (DMSO) δ 9.91 (1H, brs), 9.27 (1H, s), 8.20 (1H, s), 7.73 (1H, d, J=7.9 Hz), 7.50 (1H, m), 7.44 (1H, t, J=6.9 Hz), 7.25 (1H, m)... Yields the product CCCc1nc2c(N)nc3ccccc3c2n1O. Starting materials: CCCc1nc2c(N)nc3ccccc3c2n1OCc1ccccc1, CCO, [H][H]. RXN SMILES: [CH2:1]([c:2]1[cH:3][cH:4][cH:5][cH:6][cH:7]1)[O:8][n:9]1[c:10]([CH2:23][CH2:24][CH3:25])[n:11][c:12]2[c:13]([NH2:22])[n:14][c:15]3[cH:16][cH:17][cH:18][cH:19][c:20]3[c:21]12.[CH3:28][CH2:29][OH:30].[H:26][H:27]>>[OH:8][n:9]1[c:10]([CH2:23][CH2:24][CH3:25])[n:11][c:12]2[c:13]([NH2:22])[n:14][c:15]3[cH:16][cH:17][cH:18][cH:19][c:20]3[c:21]12.